From a dataset of the Open Reaction Database (ORD), a public repository of structured organic reaction records. describe an organic reaction: reactants, conditions, products, and yield As a reaction SMILES: [CH3:1][O:2][C:3](=[O:4])[c:5]1[n:6]([CH2:25][c:26]2[cH:27][cH:28][c:29]([C:32](=[O:33])[O:34][CH3:35])[cH:30][cH:31]2)[c:7](=[O:24])[c:8]2[cH:9][cH:10][c:11]([Cl:23])[cH:12][c:13]2[c:14]1-[c:15]1[cH:16][c:17]([CH2:21][OH:22])[cH:18][cH:19][cH:20]1.[CH3:39][OH:40].[ClH:38].[Na+:37].[OH-:36]>>[CH3:1][O:2][C:3](=[O:4])[c:5]1[n:6]([CH2:25][c:26]2[cH:27][cH:28][c:29]([C:32](=[O:33])[OH:34])[cH:30][cH:31]2)[c:7](=[O:24])[c:8]2[cH:9][cH:10][c:11]([Cl:23])[cH:12][c:13]2[c:14]1-[c:15]1[cH:16][c:17]([CH2:21][OH:22])[cH:18][cH:19][cH:20]1. The product is COC(=O)c1c(-c2cccc(CO)c2)c2cc(Cl)ccc2c(=O)n1Cc1ccc(C(=O)O)cc1. The reactants are COC(=O)c1ccc(Cn2c(C(=O)OC)c(-c3cccc(CO)c3)c3cc(Cl)ccc3c2=O)cc1, CO, Cl, [Na+], [OH-]. Starting materials: ClC1=NC=CC2=CC(=CC=C12)O (1-chloroisoquinolin-6-ol), BrCCC (1-bromopropane), C(=O)([O-])[O-].[K+].[K+] (K2CO3). The solvent is CC(=O)C (acetone). The product is ClC1=NC=CC2=CC(=CC=C12)OCCC (1-chloro-6-propoxyisoquinoline). Yield: 63.2%. Reaction SMILES: [Cl:1][C:2]1[C:11]2[C:6](=[CH:7][C:8]([OH:12])=[CH:9][CH:10]=2)[CH:5]=[CH:4][N:3]=1.Br[CH2:14][CH2:15][CH3:16].C([O-])([O-])=O.[K+].[K+]>CC(C)=O>[Cl:1][C:2]1[C:11]2[C:6](=[CH:7][C:8]([O:12][CH2:14][CH2:15][CH3:16])=[CH:9][CH:10]=2)[CH:5]=[CH:4][N:3]=1 |f:2.3.4|. Procedure details: A mixture of 1-chloroisoquinolin-6-ol (0.898 g, 5 mmol), 1-bromopropane (1.230 g, 10.00 mmol), and K2CO3 (2.073 g, 15.00 mmol) in acetone (20 mL) was refluxed for 16 h. The reaction mixture was filtrated and washed with acetone. the filtrate was concentrated and purified by silica gel chromatography eluting with 10-20% ethyl acetate in hexane to give 700 mg of the product 1-chloro-6-propoxyisoquinoline as a solid. 1H NMR (400 MHz, CHLOROFORM-d) δ ppm 8.27-8.16 (m, 2H), 7.48 (d, J=5.8 Hz, 1H), 7.... The reactants are [N+](=[N-])=C (diazomethane), CN1C(=CC=C1)C(=O)C1=C(C=C2N1CCC2C(=O)O)C (5-(N-methyl-2-pyrroyl)-1,2-dihydro-6-methyl-3H-pyrrolo[1,2-a]pyrrole-1-carboxylic acid). The solvent is C(Cl)Cl (methylene chloride). Yields the product CN1C(=CC=C1)C(=O)C1=C(C=C2N1CCC2C(=O)OC)C (methyl 5-(N-methyl-2-pyrroyl)-1,2-dihydro-6-methyl-3H-pyrrolo[1,2-a]pyrrole-1-carboxylate). As a reaction SMILES: [CH3:1][N:2]1[CH:6]=[CH:5][CH:4]=[C:3]1[C:7]([C:9]1[N:13]2[CH2:14][CH2:15][CH:16]([C:17]([OH:19])=[O:18])[C:12]2=[CH:11][C:10]=1[CH3:20])=[O:8].[N+](=[CH2:23])=[N-]>C(Cl)Cl>[CH3:1][N:2]1[CH:6]=[CH:5][CH:4]=[C:3]1[C:7]([C:9]1[N:13]2[CH2:14][CH2:15][CH:16]([C:17]([O:19][CH3:23])=[O:18])[C:12]2=[CH:11][C:10]=1[CH3:20])=[O:8]. Procedure: A solution of 200 mg. of 5-(N-methyl-2-pyrroyl)-1,2-dihydro-6-methyl-3H-pyrrolo[1,2-a]pyrrole-1-carboxylic acid in 5 ml. of methylene chloride is treated with an excess of ethereal diazomethane, and the reaction mixture is maintained at room temperature for 30 minutes. The solvents and excess reagent are eliminated under reduced pressure and the residue crystallized from ethyl acetate-methanol, to yield methyl 5-(N-methyl-2-pyrroyl)-1,2-dihydro-6-methyl-3H-pyrrolo[1,2-a]pyrrole-1-carboxylate. Starting materials: ClC1=C(C=NC2=CC=CC=C12)C(=O)OCC (Ethyl 4-chloro-quinoline-3-carboxylate), FC=1C=C2C(=C(C=NC2=CC1)C(=O)OCC)O (Ethyl 6-fluoro-4-hydroxy-quinoline-3-carboxylate). The product is ClC1=C(C=NC2=CC=C(C=C12)F)C(=O)OCC (Ethyl 4-chloro-6-fluoro-quinoline-3-carboxylate). RXN SMILES: [Cl:1][C:2]1[C:11]2[C:6](=[CH:7][CH:8]=[CH:9][CH:10]=2)[N:5]=[CH:4][C:3]=1[C:12]([O:14][CH2:15][CH3:16])=[O:13].[F:17]C1C=C2C(=CC=1)N=CC(C(OCC)=O)=C2O>>[Cl:1][C:2]1[C:11]2[C:6](=[CH:7][CH:8]=[C:9]([F:17])[CH:10]=2)[N:5]=[CH:4][C:3]=1[C:12]([O:14][CH2:15][CH3:16])=[O:13]. Reported procedure: The title compound was prepared following the procedure described in Step 2 for the synthesis of 3a using 2b instead of 2a. 1H NMR (CDCl3) δ (ppm): 1.47 (3H, t, J=7.08 Hz), 4.51 (2H, q, J=7.08 Hz), 7.63 (1H, m), 8.02 (1H, dd, J=9.52, 2.68 Hz), 8.15 (1H, dd, J=9.27, 5.37 Hz), 9.15 (1H, s). m/z 254.6 (MH+). Reactants: BrC1=C(C=CC=C1OC)OC (2-bromo-1,3-dimethoxybenzene), S(=O)(=O)(Cl)Cl (sulfonyl chloride). Yields the product COC1=C(C(=CC=C1)OC)S(=O)(=O)Cl (2,6-Dimethoxybenzenesulfonyl chloride). RXN SMILES: Br[C:2]1[C:7]([O:8][CH3:9])=[CH:6][CH:5]=[CH:4][C:3]=1[O:10][CH3:11].[S:12](Cl)([Cl:15])(=[O:14])=[O:13]>>[CH3:11][O:10][C:3]1[CH:4]=[CH:5][CH:6]=[C:7]([O:8][CH3:9])[C:2]=1[S:12]([Cl:15])(=[O:14])=[O:13]. Procedure details: 2,6-Dimethoxybenzenesulfonyl chloride was prepared from 2-bromo-1,3-dimethoxybenzene according to the procedure in Example 1, Step 1. The reaction gave a mixture of sulfonyl chloride and another product as a white solid. Reactants: C(C1=CC=CC=C1)OC(=O)NC(CC=1SC=CC1)C(=O)O (N-(Benzyloxycarbonyl)-3-(2-thienyl)-D,L-alanine), C(C(C)C)OC(=O)Cl (isobutylchloroformate), C(C1=CC=CC=C1)OC(=O)N[C@@H](CC=1SC=CC1)C(=O)O (N-(Benzyloxycarbonyl)-3-(2-thienyl)-L-alanine), CN1CCOCC1 (N-Methylmorpholine). Run in C1CCOC1 (THF). Conditions: temperature 0 celsius, time 17.5 minute. The product is C(C)(C)(C)NC([C@@H](NC(=O)OCC1=CC=CC=C1)CC=1SC=CC1)=O (N-(carbobenzyloxy)-3-(2-thienyl)-L-alanine-tert-butylamide). The yield is 97.0%. RXN SMILES: [CH2:1]([O:8][C:9]([NH:11][CH:12]([C:19]([OH:21])=O)[CH2:13][C:14]1[S:15][CH:16]=[CH:17][CH:18]=1)=[O:10])[C:2]1[CH:7]=[CH:6][CH:5]=[CH:4][CH:3]=1.C(OC([NH:32][C@H:33]([C:40](O)=O)[CH2:34]C1SC=CC=1)=O)C1C=CC=CC=1.[CH3:43]N1CCOCC1.C(OC(Cl)=O)C(C)C>C1COCC1>[C:33]([NH:32][C:19](=[O:21])[C@H:12]([CH2:13][C:14]1[S:15][CH:16]=[CH:17][CH:18]=1)[NH:11][C:9]([O:8][CH2:1][C:2]1[CH:3]=[CH:4][CH:5]=[CH:6][CH:7]=1)=[O:10])([CH3:40])([CH3:43])[CH3:34]. Procedure: Into a 500 ml flask was placed 8.06 g of the subtitled compound of Example A, N-(Benzyloxycarbonyl)-3-(2-thienyl)-L-alanine, in 130 ml of THF. The compound was cooled to 0° C. N-Methylmorpholine (4.23 ml) was added, followed by isobutylchloroformate (4-04 ml) over two minutes. The mixture was stirred for 15-20 minutes, and 3.74 ml of t-butylamire was added. The bath was removed, and the mixture was stirred at room temperature for two hours. The mixture was concentrated on rotovap, and the residu... Reactants: C(C)(C)C1=C(N(N=C1)C1=C(C=CC=C1)OC(F)(F)F)COC1=CC=C(C(=N1)C)[N+](=O)[O-] (6-[4-Isopropyl-2-(2-trifluoromethoxy-phenyl)-2H-pyrazol-3-ylmethoxy]-2-methyl-3-nitro-pyridine). Reagents/catalysts: [Pt]=O (platinum (II) oxide). Run in CCO.C1CCOC1 (EtOH THF). Conditions: time 3 hour. The product is C(C)(C)C1=C(N(N=C1)C1=C(C=CC=C1)OC(F)(F)F)COC1=CC=C(C(=N1)C)N (6-[4-Isopropyl-2-(2-trifluoromethoxy-phenyl)-2H-pyrazol-3-ylmethoxy]-2-methyl-pyridin-3-ylamine). Isolated yield 84.6%. As a reaction SMILES: [CH:1]([C:4]1[CH:8]=[N:7][N:6]([C:9]2[CH:14]=[CH:13][CH:12]=[CH:11][C:10]=2[O:15][C:16]([F:19])([F:18])[F:17])[C:5]=1[CH2:20][O:21][C:22]1[N:27]=[C:26]([CH3:28])[C:25]([N+:29]([O-])=O)=[CH:24][CH:23]=1)([CH3:3])[CH3:2]>CCO.C1COCC1.[Pt]=O>[CH:1]([C:4]1[CH:8]=[N:7][N:6]([C:9]2[CH:14]=[CH:13][CH:12]=[CH:11][C:10]=2[O:15][C:16]([F:19])([F:17])[F:18])[C:5]=1[CH2:20][O:21][C:22]1[N:27]=[C:26]([CH3:28])[C:25]([NH2:29])=[CH:24][CH:23]=1)([CH3:3])[CH3:2] |f:1.2|. Procedure: To an ambient temperature solution of 6-[4-Isopropyl-2-(2-trifluoromethoxy-phenyl)-2H-pyrazol-3-ylmethoxy]-2-methyl-3-nitro-pyridine (2.73 g, 6.25 mmol) in EtOH/THF (100/100 mL) is added platinum (II) oxide (142 mg, 0.625 mmol, 10 mol %). The reaction is placed under an atmosphere of hydrogen gas. After 3 h, the reaction is filtered through diatomaceous earth, concentrated, and chromatographed (0% to 30% EtOAc/Hex) to yield the title compound (2.15 g, 85%). 1H NMR (400 MHz, CDCl3) δ 7.60 (s, 1H)... The reactants are Cl.NO (hydroxylamine hydrochloride), N1=C(C=CC=C1)C#N (2-pyridinecarbonitrile), C([O-])([O-])=O.[K+].[K+] (potassium carbonate), O (water). Run in CCO (EtOH). Yields the product ONC(=N)C1=NC=CC=C1 (N-hydroxy-2-pyridinecarboximidamide). Yield: 57.0%. RXN SMILES: [N:1]1[CH:6]=[CH:5][CH:4]=[CH:3][C:2]=1[C:7]#[N:8].C(=O)([O-])[O-].[K+].[K+].[OH2:15].Cl.[NH2:17]O>CCO>[OH:15][NH:8][C:7]([C:2]1[CH:3]=[CH:4][CH:5]=[CH:6][N:1]=1)=[NH:17] |f:1.2.3,5.6|. Procedure details: To a mixture of 2-pyridinecarbonitrile (3 g, 29 mmol) and potassium carbonate (4.1 g, 30 mmol) in EtOH (30 ml) was added water (15 ml) and, cautiously, hydroxylamine hydrochloride (2.9 g, 42 mmol) and then heated at reflux for 6 h, cooled and evaporated to dryness. The residue was treated with water (100 ml) and the suspended solid product filtered off, washed with water and dried to yield the title compound as a white solid (2.28 g, 57%). The reactants are FC(OC1=CC=C(C=C1)N1C(C2C(C1)CC(C2)=O)=O)(F)F (2-(4-Trifluoromethoxy-phenyl)-hexahydro-cyclopenta[c]pyrrole-1,5-dione), C(C1=CC=CC=C1)N (benzylamine), [BH-](OC(=O)C)(OC(=O)C)OC(=O)C.[Na+] (NaBH(AcO)3). Run in ClCCl (dichloromethane). Conditions: time 6 hour. Product: C(C1=CC=CC=C1)NC1CC2C(C(N(C2)C2=CC=C(C=C2)OC(F)(F)F)=O)C1 (5-Benzylamino-2-(4-trifluoromethoxy-phenyl)-hexahydro-cyclopenta[c]pyrrol-1-one). Isolated yield 64.0%. Reaction SMILES: [F:1][C:2]([F:21])([F:20])[O:3][C:4]1[CH:9]=[CH:8][C:7]([N:10]2[CH2:14][CH:13]3[CH2:15][C:16](=O)[CH2:17][CH:12]3[C:11]2=[O:19])=[CH:6][CH:5]=1.[CH2:22]([NH2:29])[C:23]1[CH:28]=[CH:27][CH:26]=[CH:25][CH:24]=1.[BH-](OC(C)=O)(OC(C)=O)OC(C)=O.[Na+]>ClCCl>[CH2:22]([NH:29][CH:16]1[CH2:17][CH:12]2[C:11](=[O:19])[N:10]([C:7]3[CH:8]=[CH:9][C:4]([O:3][C:2]([F:1])([F:21])[F:20])=[CH:5][CH:6]=3)[CH2:14][CH:13]2[CH2:15]1)[C:23]1[CH:28]=[CH:27][CH:26]=[CH:25][CH:24]=1 |f:2.3|. Procedure: To a solution of 2-(4-Trifluoromethoxy-phenyl)-hexahydro-cyclopenta[c]pyrrole-1,5-dione (0.5 g, 1.6 mmol) and benzylamine (0.34 g, 3.2 mmol) in dichloromethane (10 mL) were added NaBH(AcO)3 (1.0 g, 4.7 mmol). The mixture was stirred for 6 h at ambient temperature. The mixture was extracted with dichloromethane (2×15 mL), washed with brine (30 mL), dried over anhydrous Na2SO4. The solvent was removed, and the crude product was purified by silica column (MeOH/dichloromethane=1/30) to yield the tit... Reactants: aldehyde, aldehyde, C(#N)[BH3-].[Na+] (sodium cyanoborohydride), C1(CCCCC1)C[C@@H](C(NCCO)=O)NC(=O)C=1OC(=CC1)C1=CC(=CC=C1)C(F)(F)F ((S)-5-(3-Trifluoromethyl-phenyl)-furan-2-carboxylic acid [2-cyclohexyl-1-(2-hydroxy-ethylcarbamoyl)-ethyl]-amide), FC(OC1=CC=C(N)C=C1)F (4-Difluoromethoxyaniline), C(C)(=O)O (acetic acid), CC(=O)OI1(C=2C=CC=CC2C(=O)O1)(OC(=O)C)OC(=O)C (Dess-Martin Periodinane). Solvent: CO (MeOH), CCOC(=O)C (EtOAc), CCOC(=O)C (EtOAc), hexanes, C(Cl)Cl (CH2Cl2). Run at time 3 hour. Yields the product C1(CCCCC1)C[C@@H](C(NCCNC1=CC=C(C=C1)OC(F)F)=O)NC(=O)C=1OC(=CC1)C1=CC(=CC=C1)C(F)(F)F ((S)-5-(3-Trifluoromethyl-phenyl)-furan-2-carboxylic acid {2-cyclohexyl-1-[2-(4-difluoromethoxy-phenylamino)-ethylcarbamoyl]-ethyl}-amide), solid. Yield: 5.3%. Reaction SMILES: [CH:1]1([CH2:7][C@H:8]([NH:15][C:16]([C:18]2[O:19][C:20]([C:23]3[CH:28]=[CH:27][CH:26]=[C:25]([C:29]([F:32])([F:31])[F:30])[CH:24]=3)=[CH:21][CH:22]=2)=[O:17])[C:9](=[O:14])[NH:10][CH2:11][CH2:12]O)[CH2:6][CH2:5][CH2:4][CH2:3][CH2:2]1.CC(OI1(OC(C)=O)(OC(C)=O)OC(=O)C2C=CC=CC1=2)=O.[F:55][CH:56]([F:65])[O:57][C:58]1[CH:64]=[CH:63][C:61]([NH2:62])=[CH:60][CH:59]=1.C(O)(=O)C.C([BH3-])#N.[Na+]>C(Cl)Cl.CCOC(C)=O.CO>[CH:1]1([CH2:7][C@H:8]([NH:15][C:16]([C:18]2[O:19][C:20]([C:23]3[CH:28]=[CH:27][CH:26]=[C:25]([C:29]([F:32])([F:30])[F:31])[CH:24]=3)=[CH:21][CH:22]=2)=[O:17])[C:9](=[O:14])[NH:10][CH2:11][CH2:12][NH:62][C:61]2[CH:63]=[CH:64][C:58]([O:57][CH:56]([F:65])[F:55])=[CH:59][CH:60]=2)[CH2:6][CH2:5][CH2:4][CH2:3][CH2:2]1 |f:4.5|. Procedure: (S)-2-Benzyloxycarbonylamino-3-cyclohexyl-propionic acid 1 (2.065 g, 6.77 mmol, 1.0 eq.) was dissolved in CH2Cl2 (50 mL). N-(3-Dimethylaminopropyl)-N′-ethyl-carbodiimide hydrochloride (EDC, 1.56 g, 8.11 mmol, 1.2 eq.) and 1-Hydroxybenzotriazole hydrate (HOBT, 1.10 g, 8.16 mmol, 1.2 eq.) were added to the reaction slurry. After 20 minutes, ethanolamine (1.6 mL, 26.58 mmol, 3.9 eq.) was added via syringe and the reaction was allowed to stir at room temperature and monitored by LC/MS. After the rea...